This data is from the Open Reaction Database (ORD), a public repository of structured organic reaction records. The task is: describe an organic reaction: reactants, conditions, products, and yield Starting materials: C1=CC=CC=2NC3=C4C=CC=CC4=NC3=CC12 (Quindoline), CI (methyl iodide). Run in CO (methanol). Run at temperature 120 celsius. The product is I.C[NH+]1C=2C=CC=CC2C=C2N=C3C=CC=CC3=C12 (5-Methylquindolinium Hydroiodide). Isolated yield 50.0%. As a reaction SMILES: [CH:1]1[C:17]2[CH:16]=[C:15]3[C:7](=[C:8]4[C:13](=[N:14]3)[CH:12]=[CH:11][CH:10]=[CH:9]4)[NH:6][C:5]=2[CH:4]=[CH:3][CH:2]=1.[CH3:18][I:19]>CO>[IH:19].[CH3:18][NH+:6]1[C:7]2[C:15]([N:14]=[C:13]3[C:8]=2[CH:9]=[CH:10][CH:11]=[CH:12]3)=[CH:16][C:17]2[CH:1]=[CH:2][CH:3]=[CH:4][C:5]1=2 |f:3.4|. Procedure: A mixture of quindoline (2.0 g, 9.2 mmol) from Example 2, methanol (5 mL) and methyl iodide (880 mL, 14.1 mmol) was heated in a bomb at 120° C. for 4 hours. After cooling, the resulting brown precipitate (2.5 g, 75.5%) was filtered and washed with ether. Recrystallization from water gave the title compound as bright yellow crystals, yield 50%, mp 283.5-284° C [lit 284-286° C. (Gellert, E.; Raymond-Hamet; Schlittler, E. Helv. Chim. Acta 1951, 34, 642-651)]; 1H NMR (DMSO-d6) δ 12.87 (s, 1H, NH), 9... Reactants: C1CCOC1, COC(=O)c1cccc(-c2ncc(-c3ccc(OC)cc3)s2)c1, CO, [Na+], [OH-], O. The product is COc1ccc(-c2cnc(-c3cccc(C(=O)O)c3)s2)cc1. As a reaction SMILES: [CH2:26]1[O:27][CH2:28][CH2:29][CH2:30]1.[CH3:1][O:2][C:3]([c:4]1[cH:5][c:6](-[c:10]2[s:11][c:12](-[c:15]3[cH:16][cH:17][c:18]([O:21][CH3:22])[cH:19][cH:20]3)[cH:13][n:14]2)[cH:7][cH:8][cH:9]1)=[O:23].[CH3:31][OH:32].[Na+:25].[OH-:24].[OH2:33]>>[O:2]=[C:3]([c:4]1[cH:5][c:6](-[c:10]2[s:11][c:12](-[c:15]3[cH:16][cH:17][c:18]([O:21][CH3:22])[cH:19][cH:20]3)[cH:13][n:14]2)[cH:7][cH:8][cH:9]1)[OH:23]. Starting materials: O=C1NC2=CC[C@H]3[C@@H]4CC[C@@H]([C@@]4(C)CC[C@@H]3[C@]2(CC1)C)C(=O)O (3-oxo-4-azaandrost-5-ene-17β-carboxylic acid), COC1=CC=C(C=C1)C(C1=CC=CC=C1)N (α-(4-methoxyphenyl)benzylamine). The product is COC1=CC=C(C=C1)C(C1=CC=CC=C1)NC(=O)[C@@H]1[C@]2(C)[C@@H](CC1)[C@@H]1CC=C3NC(CC[C@]3(C)[C@H]1CC2)=O (N-[α-(4-Methoxyphenyl)benzyl]-3-oxo-4-azaandrost-5-ene-17β-carboxamide). Isolated yield 57.0%. Reaction SMILES: [O:1]=[C:2]1[CH2:19][CH2:18][C@@:17]2([CH3:20])[C:4](=[CH:5][CH2:6][C@@H:7]3[C@@H:16]2[CH2:15][CH2:14][C@@:12]2([CH3:13])[C@H:8]3[CH2:9][CH2:10][C@@H:11]2[C:21]([OH:23])=O)[NH:3]1.[CH3:24][O:25][C:26]1[CH:31]=[CH:30][C:29]([CH:32]([NH2:39])[C:33]2[CH:38]=[CH:37][CH:36]=[CH:35][CH:34]=2)=[CH:28][CH:27]=1>>[CH3:24][O:25][C:26]1[CH:27]=[CH:28][C:29]([CH:32]([NH:39][C:21]([C@H:11]2[CH2:10][CH2:9][C@H:8]3[C@H:7]4[C@H:16]([CH2:15][CH2:14][C@:12]23[CH3:13])[C@:17]2([CH3:20])[C:4]([NH:3][C:2](=[O:1])[CH2:19][CH2:18]2)=[CH:5][CH2:6]4)=[O:23])[C:33]2[CH:34]=[CH:35][CH:36]=[CH:37][CH:38]=2)=[CH:30][CH:31]=1. Reported procedure: The title compound was prepared in a yield of 57% in a similar manner to that described in Example 1 by reacting 3-oxo-4-azaandrost-5-ene-17β-carboxylic acid and α-(4-methoxyphenyl)benzylamine. Starting materials: CCO, CCOC(C)=O, CCOC(=O)CCc1c(F)cc(OCc2ccc(CN(CCc3ccccc3)c3nc(-c4ccccc4)cs3)cc2)cc1F, [K+], C1CCOC1, [OH-]. The product is O=C(O)CCc1c(F)cc(OCc2ccc(CN(CCc3ccccc3)c3nc(-c4ccccc4)cs3)cc2)cc1F. As a reaction SMILES: [CH3:52][CH2:53][OH:54].[CH3:55][CH2:56][O:57][C:58](=[O:59])[CH3:60].[F:1][c:2]1[c:3]([CH2:38][CH2:39][C:40](=[O:41])[O:42][CH2:43][CH3:44])[c:4]([F:37])[cH:5][c:6]([O:8][CH2:9][c:10]2[cH:11][cH:12][c:13]([CH2:16][N:17]([c:18]3[s:19][cH:20][c:21](-[c:23]4[cH:24][cH:25][cH:26][cH:27][cH:28]4)[n:22]3)[CH2:29][CH2:30][c:31]3[cH:32][cH:33][cH:34][cH:35][cH:36]3)[cH:14][cH:15]2)[cH:7]1.[K+:46].[O:47]1[CH2:48][CH2:49][CH2:50][CH2:51]1.[OH-:45]>>[F:1][c:2]1[c:3]([CH2:38][CH2:39][C:40](=[O:41])[OH:42])[c:4]([F:37])[cH:5][c:6]([O:8][CH2:9][c:10]2[cH:11][cH:12][c:13]([CH2:16][N:17]([c:18]3[s:19][cH:20][c:21](-[c:23]4[cH:24][cH:25][cH:26][cH:27][cH:28]4)[n:22]3)[CH2:29][CH2:30][c:31]3[cH:32][cH:33][cH:34][cH:35][cH:36]3)[cH:14][cH:15]2)[cH:7]1. Starting materials: CCOC(=O)CBr, O=C([O-])[O-], O=[N+]([O-])c1ccc(O)c(Cl)c1, [K+], [K+], CN(C)C=O. Yields the product CCOC(=O)COc1ccc([N+](=O)[O-])cc1Cl. As a reaction SMILES: [Br:12][CH2:13][C:14](=[O:15])[O:16][CH2:17][CH3:18].[C:19](=[O:20])([O-:21])[O-:22].[Cl:1][c:2]1[c:3]([OH:11])[cH:4][cH:5][c:6]([N+:8](=[O:9])[O-:10])[cH:7]1.[K+:23].[K+:24].[O:25]=[CH:26][N:27]([CH3:28])[CH3:29]>>[Cl:1][c:2]1[c:3]([O:11][CH2:13][C:14](=[O:15])[O:16][CH2:17][CH3:18])[cH:4][cH:5][c:6]([N+:8](=[O:9])[O-:10])[cH:7]1. The solvent is C1CCOC1.CO (THF MeOH), O.[OH-].[Li+] (lithium hydroxide monohydrate). The reactants are Cl (HCl), C1(CCCCC1)C=1C=2C=CC(=CC2N2CC(OC3=C(C21)C=CC=C3)C(=O)OC)C(=O)OC (Dimethyl 13-cyclohexyl-6,7-dihydroindolo[1,2-d][1,4]benzoxazepine-6,10-dicarboxylate), solution. Procedure: Dimethyl 13-cyclohexyl-6,7-dihydroindolo[1,2-d][1,4]benzoxazepine-6,10-dicarboxylate was dissolved in THF:MeOH (1:1) (0.02 M) and to that solution 1.4 eq. of an aq. solution of lithium hydroxide monohydrate (0.1 N) were added. The solution was stirred at RT for 2 h. Volatiles were reduced in vacuo, the residue acidified with 1N HCl (aq) and the resultant precipitate filtered and dried in vacuo to afford the title compound (99%). (ES+) m/z 420 (M+H)+. Run at time 2 hour. As a reaction SMILES: [CH:1]1([C:7]2[C:8]3[CH:9]=[CH:10][C:11]([C:29]([O:31][CH3:32])=[O:30])=[CH:12][C:13]=3[N:14]3[C:20]=2[C:19]2[CH:21]=[CH:22][CH:23]=[CH:24][C:18]=2[O:17][CH:16]([C:25]([O:27]C)=[O:26])[CH2:15]3)[CH2:6][CH2:5][CH2:4][CH2:3][CH2:2]1.Cl>C1COCC1.CO.O.[OH-].[Li+]>[CH:1]1([C:7]2[C:8]3[CH:9]=[CH:10][C:11]([C:29]([O:31][CH3:32])=[O:30])=[CH:12][C:13]=3[N:14]3[C:20]=2[C:19]2[CH:21]=[CH:22][CH:23]=[CH:24][C:18]=2[O:17][CH:16]([C:25]([OH:27])=[O:26])[CH2:15]3)[CH2:2][CH2:3][CH2:4][CH2:5][CH2:6]1 |f:2.3,4.5.6|. Product: C1(CCCCC1)C=1C=2C=CC(=CC2N2CC(OC3=C(C21)C=CC=C3)C(=O)O)C(=O)OC (13-cyclohexyl-10-(methoxycarbonyl)-6,7-dihydroindolo[1,2-d][1,4]benzoxazepine-6-carboxylic acid). The yield is 99.0%. Starting materials: S(=O)(Cl)Cl (Thionylchloride), OCCN1C(C(=NC(=C1C)C)C1=CC=CC=C1)=O (1-(2-hydroxyethyl)-3-phenyl-5,6-dimethyl-2-oxo-1,2-dihydropyrazine). Run in C(Cl)(Cl)Cl (Chloroform), C(Cl)(Cl)Cl (chloroform). Conditions: time 3 hour. The product is ClCCN1C(C(=NC(=C1C)C)C1=CC=CC=C1)=O (1-(2-chloroethyl)-3-phenyl-5,6-dimethyl-2-oxo-1,2-dihydropyrazine). Isolated yield 42.7%. RXN SMILES: S(Cl)([Cl:3])=O.O[CH2:6][CH2:7][N:8]1[C:13]([CH3:14])=[C:12]([CH3:15])[N:11]=[C:10]([C:16]2[CH:21]=[CH:20][CH:19]=[CH:18][CH:17]=2)[C:9]1=[O:22]>C(Cl)(Cl)Cl>[Cl:3][CH2:6][CH2:7][N:8]1[C:13]([CH3:14])=[C:12]([CH3:15])[N:11]=[C:10]([C:16]2[CH:21]=[CH:20][CH:19]=[CH:18][CH:17]=2)[C:9]1=[O:22]. Reported procedure: Thionylchloride (0.42 ml, 6.0 mM) was added dropwise under ice-cooling to compound 109 (1.22 g, 50 mM) dissolved in chloroform (10 ml), and stirred at room temperature for 3 hours. Chloroform was added to the reaction mixture, whereafter the mixture was washed with dilute aqueous K2CO3 and the resultant aqueous layer extracted with further chloroform. The chloroform layer was combined, dried with anhydrous magnesium sulfate and concentrated in vacuo. The residue was charged on a column of silica... Starting materials: FC(C1=CC=C(C=C1)C1=CC=C2C(=CN(C2=C1)CC)C(C(=O)OCC)=O)(F)F (ethyl 2-[6-(4-trifluoromethylphenyl)-1-ethyl-1H-indol-3-yl]-2-oxoacetate), [OH-].[Na+] (sodium hydroxide), FC(C1=CC=C(C=C1)C1=CC=C2C(=CN(C2=C1)CC)C(C(=O)[O-])=O)(F)F (2-[6-(4-trifluoromethylphenyl)-1-ethyl-1H-indol-3-yl]-2-oxoacetate). Solvent: CO (methanol). The product is C(C)N1C=C(C2=CC=C(C=C12)C1=CC=C(C=C1)C(F)(F)F)C(C(=O)O)=O ({1-Ethyl-6-[4-(trifluoromethyl)phenyl]-1H-indol-3-yl}(oxo)acetic acid). As a reaction SMILES: [F:1][C:2]([F:28])([F:27])[C:3]1[CH:8]=[CH:7][C:6]([C:9]2[CH:17]=[C:16]3[C:12]([C:13]([C:20](=[O:26])[C:21]([O:23]CC)=[O:22])=[CH:14][N:15]3[CH2:18][CH3:19])=[CH:11][CH:10]=2)=[CH:5][CH:4]=1.[OH-].[Na+].FC(F)(F)C1C=CC(C2C=C3C(C(C(=O)C([O-])=O)=CN3CC)=CC=2)=CC=1>CO>[CH2:18]([N:15]1[C:16]2[C:12](=[CH:11][CH:10]=[C:9]([C:6]3[CH:5]=[CH:4][C:3]([C:2]([F:27])([F:1])[F:28])=[CH:8][CH:7]=3)[CH:17]=2)[C:13]([C:20](=[O:26])[C:21]([OH:23])=[O:22])=[CH:14]1)[CH3:19] |f:1.2|. Procedure details: Following the procedure described in Step 4 of Example 2, using ethyl 2-[6-(4-trifluoromethylphenyl)-1-ethyl-1H-indol-3-yl]-2-oxoacetate (0.0987 g, 0.253 mmol), and 1N sodium hydroxide (0.76 mL, 0.76 mmol) in methanol (5 mL), 2-[6-(4-trifluoromethylphenyl)-1-ethyl-1H-indol-3-yl]-2-oxoacetate acid (0.0714 g, 78%) was prepared as a yellow solid, mp 247-248° C. Mass spectrum (+APCI, [M+H]+) m/z 362; 1HNMR (400 MHz, DMSO-d6): δ 13.7-14.1 (br s, 1H), 8.55 (s, 1H), 8.3 (d, 1H, J=8.3 Hz), 8.05 (d, 1H, ...